Dataset: the Open Reaction Database (ORD), a public repository of structured organic reaction records. Task: describe an organic reaction: reactants, conditions, products, and yield Reactants: C1(=CC=C(C=C1)S(=O)(=O)[O-])C.C(C1=CC=CC=C1)C=1SC2=C([N+]1CC)C=CC=C2 (2-Benzyl-3-ethylbenzothiazolium p-toluenesulfonate), N1=CC=CC=C1 (pyridine), O (water). Product: C(C)C1=CC=CC2=C1NC(S2)=C(C(=O)C)C2=CC=CC=C2 (Ethyl-2-(1-phenylacetonylidene)benzothiazoline). Reaction SMILES: [C:1]1([CH3:11])C=CC(S([O-])(=O)=O)=CC=1.[CH2:12]([C:19]1[S:20][C:21]2[CH:29]=[CH:28][CH:27]=[CH:26][C:22]=2[N+:23]=1CC)[C:13]1[CH:18]=[CH:17][CH:16]=[CH:15][CH:14]=1.N1[CH:35]=[CH:34]C=CC=1.[OH2:36]>>[CH2:34]([C:26]1[C:22]2[NH:23][C:19](=[C:12]([C:13]3[CH:14]=[CH:15][CH:16]=[CH:17][CH:18]=3)[C:1]([CH3:11])=[O:36])[S:20][C:21]=2[CH:29]=[CH:28][CH:27]=1)[CH3:35] |f:0.1|. Procedure: 2-Benzyl-3-ethylbenzothiazolium p-toluenesulfonate (34 g, 0.08 mol), aceticanhydride (8.9 g, 0.088 mol) and dry pyridine (100 ml) are heated at refluxfor 15 min., cooled and diluted with 1 liter of water. The oil which separates becomes crystalline on stirring. It is collected on a filter andwashed with water. Yield 22.8 g (97%). Reactants: O (Water), N1=CC(=CC=C1)NC(OCC(Cl)(Cl)Cl)=O (2,2,2-trichloroethyl pyridin-3-ylcarbamate), FC=1C=C(C=CC1)C=1N=C(SC1)N1CCNCC1 (1-[4-(3-fluorophenyl)-1,3-thiazol-2-yl]piperazine), C(C)(C)N(CC)C(C)C (diisopropylethylamine). Run in CS(=O)C (dimethylsulfoxide). Run at temperature 70 celsius, time 4 hour. Product: FC=1C=C(C=CC1)C=1N=C(SC1)N1CCN(CC1)C(=O)NC=1C=NC=CC1 (4-[4-(3-Fluorophenyl)-1,3-thiazol-2-yl]-N-pyridin-3-ylpiperazine-1-carboxamide). The yield is 50.4%. As a reaction SMILES: [N:1]1[CH:6]=[CH:5][CH:4]=[C:3]([NH:7][C:8](=[O:15])OCC(Cl)(Cl)Cl)[CH:2]=1.[F:16][C:17]1[CH:18]=[C:19]([C:23]2[N:24]=[C:25]([N:28]3[CH2:33][CH2:32][NH:31][CH2:30][CH2:29]3)[S:26][CH:27]=2)[CH:20]=[CH:21][CH:22]=1.C(N(C(C)C)CC)(C)C.O>CS(C)=O>[F:16][C:17]1[CH:18]=[C:19]([C:23]2[N:24]=[C:25]([N:28]3[CH2:29][CH2:30][N:31]([C:8]([NH:7][C:3]4[CH:2]=[N:1][CH:6]=[CH:5][CH:4]=4)=[O:15])[CH2:32][CH2:33]3)[S:26][CH:27]=2)[CH:20]=[CH:21][CH:22]=1. Procedure: A mixture of 2,2,2-trichloroethyl pyridin-3-ylcarbamate (225 mg, 0.835 mmol), 1-[4-(3-fluorophenyl)-1,3-thiazol-2-yl]piperazine (200 mg, 0.760 mmol) and diisopropylethylamine (0.265 ml, 1.52 mmol) in dimethylsulfoxide (2.5 ml) was stirred at 70° C. for 4 hours. Water was poured into the reaction solution, and the mixture was extracted with ethyl acetate. The extract was washed with water and dried over anhydrous magnesium sulfate, and the solvent was distilled off under reduced pressure. The res... The reactants are S=C1NC(NN=C1)=O (5-Thioxo-4,5-dihydro-2H-[1,2,4]triazin-3-one), C(C)(=O)O (acetic acid), CI (CH3I), [OH-].[Na+] (NaOH). Solvent: O (water). Run at time 1 hour. The product is CSC1=NC(NN=C1)=O (5-Methylsulfanyl-2H-[1,2,4]triazin-3-one). As a reaction SMILES: [S:1]=[C:2]1[CH:7]=[N:6][NH:5][C:4](=[O:8])[NH:3]1.CI.[OH-].[Na+].[C:13](O)(=O)C>O>[CH3:13][S:1][C:2]1[CH:7]=[N:6][NH:5][C:4](=[O:8])[N:3]=1 |f:2.3|. Procedure details: The compound 9a (30 g, 232 mmol) and CH3I (15.9 ml, 255 mmol) are placed in 300 ml of water. 18.6 g of NaOH (465 mmol) are added and the mixture is stirred for 1 h at room temperature. The reaction mixture, cooled on a bed of ice, is neutralized using 27 ml of acetic acid and then extracted with dichloromethane. The organic phases are dried (MgSO4) and then concentrated to dryness. After recrystallizing from ether, 29.9 g of compound 9b are isolated. Reactants: Br, O=N[O-], Nc1ncc([N+](=O)[O-])s1, [Na+], O. Product: O=[N+]([O-])c1cnc(Br)s1. RXN SMILES: [BrH:14].[N:10]([O-:11])=[O:12].[NH2:1][c:2]1[s:3][c:4]([N+:7](=[O:8])[O-:9])[cH:5][n:6]1.[Na+:13].[OH2:15]>>[c:2]1([Br:14])[s:3][c:4]([N+:7](=[O:8])[O-:9])[cH:5][n:6]1. RXN SMILES: C(OC([NH:11][C@H:12]1[CH2:16][CH2:15][N:14]([CH:17]2[CH2:22][CH2:21][N:20]([C:23]([O:25][C:26]([CH3:29])([CH3:28])[CH3:27])=[O:24])[CH2:19][C:18]2([CH3:31])[CH3:30])[C:13]1=[O:32])=O)C1C=CC=CC=1>CO>[NH2:11][C@H:12]1[CH2:16][CH2:15][N:14]([CH:17]2[CH2:22][CH2:21][N:20]([C:23]([O:25][C:26]([CH3:28])([CH3:27])[CH3:29])=[O:24])[CH2:19][C:18]2([CH3:31])[CH3:30])[C:13]1=[O:32]. Yields the product N[C@@H]1C(N(CC1)C1C(CN(CC1)C(=O)OC(C)(C)C)(C)C)=O (tert-butyl 4-((S)-3-amino-2-oxopyrrolidin-1-yl)-3,3-dimethylpiperidine-1-carboxylate). Procedure: tert-Butyl 4-((S)-3-(benzyloxycarbonylamino)-2-oxopyrrolidin-1-yl)-3,3-dimethylpiperidine-1-carboxylate (0.81 g, 1.8 mmol) was dissolved in methanol (20 mL) and the mixture was purged with N2 by three vacuum pump/N2 balloon cycles. 10% Palladium on carbon (dry basis, wet, Degussa type, 0.5 g) was added and the system was purged with 1 atm H2 by three vacuum pump/H2 balloon cycles. The reaction was stirred under the H2 atmosphere until the starting material was consumed. The mixture was filtered ... The yield is 105.6%. Reactants: C(C1=CC=CC=C1)OC(=O)N[C@@H]1C(N(CC1)C1C(CN(CC1)C(=O)OC(C)(C)C)(C)C)=O (tert-Butyl 4-((S)-3-(benzyloxycarbonylamino)-2-oxopyrrolidin-1-yl)-3,3-dimethylpiperidine-1-carboxylate). Run in CO (methanol).